This data is from the Open Reaction Database (ORD), a public repository of structured organic reaction records. The task is: describe an organic reaction: reactants, conditions, products, and yield Starting materials: BrC=1C=CC2=C(C=3N(C4CC2C4)C(=C(N3)C(=O)N)C=3C=NN(C3)CC(C)(C)O)C1 (10-bromo-3-(1-(2-hydroxy-2-methylpropyl)-1H-pyrazol-4-yl)-6,7-dihydro-5H-5,7 methanobenzo[c]imidazo[1,2-a]azepine-2-carboxamide), C(#C)C1(CCCC1)O (1-ethynylcyclopentanol). Product: OC(CN1N=CC(=C1)C1=C(N=C2N1C1CC(C3=C2C=C(C=C3)C#CC3(CCCC3)O)C1)C(=O)N)(C)C (3-(1-(2-hydroxy-2-methylpropyl)-1H-pyrazol-4-yl)-10-((1-hydroxycyclopentyl)ethynyl)-6,7-dihydro-5H-5,7-methanobenzo[c]imidazo[1,2-a]azepine-2-carboxamide). As a reaction SMILES: Br[C:2]1[CH:3]=[CH:4][C:5]2[CH:11]3[CH2:12][CH:9]([CH2:10]3)[N:8]3[C:13]([C:19]4[CH:20]=[N:21][N:22]([CH2:24][C:25]([OH:28])([CH3:27])[CH3:26])[CH:23]=4)=[C:14]([C:16]([NH2:18])=[O:17])[N:15]=[C:7]3[C:6]=2[CH:29]=1.[C:30]([C:32]1([OH:37])[CH2:36][CH2:35][CH2:34][CH2:33]1)#[CH:31]>>[OH:28][C:25]([CH3:27])([CH3:26])[CH2:24][N:22]1[CH:23]=[C:19]([C:13]2[N:8]3[CH:9]4[CH2:12][CH:11]([C:5]5[CH:4]=[CH:3][C:2]([C:31]#[C:30][C:32]6([OH:37])[CH2:36][CH2:35][CH2:34][CH2:33]6)=[CH:29][C:6]=5[C:7]3=[N:15][C:14]=2[C:16]([NH2:18])=[O:17])[CH2:10]4)[CH:20]=[N:21]1. Procedure details: 10-bromo-3-(1-(2-hydroxy-2-methylpropyl)-1H-pyrazol-4-yl)-6,7-dihydro-5H-5,7 methanobenzo[c]imidazo[1,2-a]azepine-2-carboxamide was reacted with 1-ethynylcyclopentanol via General Procedure E to afford 20 mg (14.5%) of 3-(1-(2-hydroxy-2-methylpropyl)-1H-pyrazol-4-yl)-10-((1-hydroxycyclopentyl)ethynyl)-6,7-dihydro-5H-5,7-methanobenzo[c]imidazo[1,2-a]azepine-2-carboxamide following reverse phase purification. M+1=486. Starting materials: CC(C)(C)[Si](C)(C)Cl, OCCc1ccccc1F, CN(C)C=O, c1c[nH]cn1. The product is CC(C)(C)[Si](C)(C)OCCc1ccccc1F. RXN SMILES: [C:16]([CH3:17])([CH3:18])([CH3:19])[Si:20]([Cl:21])([CH3:22])[CH3:23].[F:1][c:2]1[c:3]([CH2:8][CH2:9][OH:10])[cH:4][cH:5][cH:6][cH:7]1.[O:24]=[CH:25][N:26]([CH3:27])[CH3:28].[nH:11]1[cH:12][cH:13][n:14][cH:15]1>>[F:1][c:2]1[c:3]([CH2:8][CH2:9][O:10][Si:20]([C:16]([CH3:17])([CH3:18])[CH3:19])([CH3:22])[CH3:23])[cH:4][cH:5][cH:6][cH:7]1. Starting materials: ClC1=CC=C(C=C1)S(=O)(=O)C1=CCOC2=C(C=CC(=C12)F)F (4-(4-Chloro-benzenesulfonyl)-5,8-difluoro-2H-chromene), C(=O)([O-])[O-].[Na+].[Na+] (Na2CO3), C(C)(=O)OCC (Ethyl acetate), NCCCO (3-aminopropanol). The solvent is C1CCOC1 (THF). Conditions: time 30 minute. Yields the product ClC1=CC=C(C=C1)S(=O)(=O)C1C(COC2=C(C=CC(=C12)F)F)NCCCO (3-[4-(4-Chloro-benzenesulfonyl)-5,8-difluoro-chroman-3-ylamino]-propan-1-ol). Reaction SMILES: [Cl:1][C:2]1[CH:7]=[CH:6][C:5]([S:8]([C:11]2[C:20]3[C:15](=[C:16]([F:22])[CH:17]=[CH:18][C:19]=3[F:21])[O:14][CH2:13][CH:12]=2)(=[O:10])=[O:9])=[CH:4][CH:3]=1.[NH2:23][CH2:24][CH2:25][CH2:26][OH:27].C([O-])([O-])=O.[Na+].[Na+].C(OCC)(=O)C>C1COCC1>[Cl:1][C:2]1[CH:3]=[CH:4][C:5]([S:8]([CH:11]2[C:20]3[C:15](=[C:16]([F:22])[CH:17]=[CH:18][C:19]=3[F:21])[O:14][CH2:13][CH:12]2[NH:23][CH2:24][CH2:25][CH2:26][OH:27])(=[O:9])=[O:10])=[CH:6][CH:7]=1 |f:2.3.4|. Procedure: 4-(4-Chloro-benzenesulfonyl)-5,8-difluoro-2H-chromene (0.3 g, 0.88 mmole) was dissolved in 15 ml THF and 3-aminopropanol (1 ml) was added. The mixture was stirred at room temperature for 30 minutes. 50 saturated Na2CO3 solution and 50 ml EtOAc were added. The organic layer washed with water (50 ml), brine (50 ml), dried over Na2SO4 and concentrated. The product was purified by column (EtOAc/hexane from 50/50 to 100/0 in 45 minutes). Yield: 0.31 g, 84%. 1H NMR (CDCl3 400 MHz) δ 7.69 (d, J=8.8 Hz,... Reactants: O[C@H](CN1C[C@H](CCC1)CC(=O)OCC)C1=CC=C(C=C1)/C(/N)=N/O (ethyl 2-((R)-1-((S)-2-hydroxy-2-(4-((Z)—N′-hydroxycarbamimidoyl)phenyl)ethyl)piperidin-3-yl)acetate), C([O-])(O)=O.[Na+] (sodium bicarbonate), Cl.NO (hydroxylamine hydrochloride). Conditions: temperature 85 celsius. The product is OC(CN1C[C@H](CCC1)CC(=O)OCC)C1=CC=C(C=C1)/C(/N)=N/O (ethyl 2-((3R)-1-(2-hydroxy-2-(4-((Z)—N′-hydroxycarbamimidoyl)phenyl)ethyl)piperidin-3-yl)acetate). As a reaction SMILES: [OH:1][C@@H:2]([C:16]1[CH:21]=[CH:20][C:19](/[C:22](=[N:24]/[OH:25])/[NH2:23])=[CH:18][CH:17]=1)[CH2:3][N:4]1[CH2:9][CH2:8][CH2:7][C@H:6]([CH2:10][C:11]([O:13][CH2:14][CH3:15])=[O:12])[CH2:5]1.C(=O)(O)[O-].[Na+].Cl.NO>CC(O)C.C(OCC)(=O)C>[OH:1][CH:2]([C:16]1[CH:17]=[CH:18][C:19](/[C:22](=[N:24]/[OH:25])/[NH2:23])=[CH:20][CH:21]=1)[CH2:3][N:4]1[CH2:9][CH2:8][CH2:7][C@H:6]([CH2:10][C:11]([O:13][CH2:14][CH3:15])=[O:12])[CH2:5]1 |f:1.2,3.4|. Procedure: To a mixture of ethyl 2-((R)-1-((S)-2-hydroxy-2-(4-((Z)—N′-hydroxycarbamimidoyl)phenyl)ethyl)piperidin-3-yl)acetate (18C-Isomer A) and sodium bicarbonate (378 mg, 4.50 mmol) in 2-propanol (10 mL) was added hydroxylamine hydrochloride (156 mg, 2.250 mmol). The reaction mixture was heated at 85° C. overnight. The reaction mixture was diluted with ethyl acetate and washed with H2O. The organic layer was dried with MgSO4, filtered, and concentrated to yield 346 mg of ethyl 2-((3R)-1-(2-hydroxy-2-(4-... The solvent is C(C)(=O)OCC (ethyl acetate), CC(C)O (2-propanol). The reactants are FC1=C(C(=NC=C1)NC(OC(C)(C)C)=O)C=O (tert-butyl (4-fluoro-3-formylpyridin-2-yl)carbamate), [BH4-].[Na+] (NaBH4). Run in CO (MeOH). Run at temperature 0 celsius, time 30 minute. Yields the product FC1=C(C(=NC=C1)NC(OC(C)(C)C)=O)CO (tert-butyl 4-fluoro-3-(hydroxymethyl)pyridin-2-ylcarbamate). The yield is 94.9%. RXN SMILES: [F:1][C:2]1[CH:7]=[CH:6][N:5]=[C:4]([NH:8][C:9](=[O:15])[O:10][C:11]([CH3:14])([CH3:13])[CH3:12])[C:3]=1[CH:16]=[O:17].[BH4-].[Na+]>CO>[F:1][C:2]1[CH:7]=[CH:6][N:5]=[C:4]([NH:8][C:9](=[O:15])[O:10][C:11]([CH3:14])([CH3:12])[CH3:13])[C:3]=1[CH2:16][OH:17] |f:1.2|. Reported procedure: To a solution of the product of step A (480 mg, 2 mmol) in MeOH (3 mL) was added NaBH4 (76 mg, 2 mmol) at 0° C. The reaction was stirred at 0° C. for 30 min. The reaction was quenched with saturated NH4Cl (1 mL) and water (5 mL), extracted with ethyl acetate (2×15 mL). The combined organic phase was dried over anhydrous sodium sulfate, filtered and concentrated under reduced pressure to obtain the title compound (460 mg, 95%) as a white solid which was used directly in the next step. 1H-NMR (600... The reactants are C1CCOC1, CO, CC(C)(C)OC(=O)N1CCC(Oc2cccc3ccc(-c4nnc5ccccn45)nc23)CC1C(=O)O. Yields the product CC(C)(C)OC(=O)N1CCC(Oc2cccc3ccc(-c4nnc5ccccn45)nc23)CC1CO. Reaction SMILES: [CH2:37]1[O:38][CH2:39][CH2:40][CH2:41]1.[CH3:42][OH:43].[n:1]1[n:2][c:3](-[c:10]2[n:11][c:12]3[c:13]([O:20][CH:21]4[CH2:22][CH:23]([C:34](=[O:35])[OH:36])[N:24]([C:27](=[O:28])[O:29][C:30]([CH3:31])([CH3:32])[CH3:33])[CH2:25][CH2:26]4)[cH:14][cH:15][cH:16][c:17]3[cH:18][cH:19]2)[n:4]2[c:5]1[cH:6][cH:7][cH:8][cH:9]2>>[n:1]1[n:2][c:3](-[c:10]2[n:11][c:12]3[c:13]([O:20][CH:21]4[CH2:22][CH:23]([CH2:34][OH:35])[N:24]([C:27](=[O:28])[O:29][C:30]([CH3:31])([CH3:32])[CH3:33])[CH2:25][CH2:26]4)[cH:14][cH:15][cH:16][c:17]3[cH:18][cH:19]2)[n:4]2[c:5]1[cH:6][cH:7][cH:8][cH:9]2.